describe an organic reaction: reactants, conditions, products, and yield From a dataset of the Open Reaction Database (ORD), a public repository of structured organic reaction records. The reactants are ClC1=CC=C(CCNC(=O)C2=CC=C(OC3=C(C=C(C=C3)CC(=O)OC(C)(C)C)C#N)C=C2)C=C1 (tert-Butyl 2-(4-(4-(4-chlorophenethylcarbamoyl)phenoxy)-3-cyanophenyl)acetate), CC1=CC=C(C=C1)S(=O)(=O)N=[N+]=[N-] (4-methylbenzenesulfonyl azide), C1CCC2=NCCCN2CC1 (DBU). The solvent is C(C)#N (acetonitrile). Reaction conditions: time 4 hour. The product is ClC1=CC=C(CCNC(=O)C2=CC=C(OC3=C(C=C(C=C3)C(C(=O)OC(C)(C)C)=[N+]=[N-])C#N)C=C2)C=C1 (tert-butyl 2-(4-(4-(4-chlorophenethylcarbamoyl)phenoxy)-3-cyanophenyl)-2-diazoacetate). Yield: 114.0%. As a reaction SMILES: [Cl:1][C:2]1[CH:35]=[CH:34][C:5]([CH2:6][CH2:7][NH:8][C:9]([C:11]2[CH:33]=[CH:32][C:14]([O:15][C:16]3[CH:21]=[CH:20][C:19]([CH2:22][C:23]([O:25][C:26]([CH3:29])([CH3:28])[CH3:27])=[O:24])=[CH:18][C:17]=3[C:30]#[N:31])=[CH:13][CH:12]=2)=[O:10])=[CH:4][CH:3]=1.CC1C=CC(S([N:46]=[N+:47]=[N-])(=O)=O)=CC=1.C1CCN2C(=NCCC2)CC1>C(#N)C>[Cl:1][C:2]1[CH:3]=[CH:4][C:5]([CH2:6][CH2:7][NH:8][C:9]([C:11]2[CH:12]=[CH:13][C:14]([O:15][C:16]3[CH:21]=[CH:20][C:19]([C:22](=[N+:46]=[N-:47])[C:23]([O:25][C:26]([CH3:29])([CH3:28])[CH3:27])=[O:24])=[CH:18][C:17]=3[C:30]#[N:31])=[CH:32][CH:33]=2)=[O:10])=[CH:34][CH:35]=1. Procedure details: tert-Butyl 2-(4-(4-(4-chlorophenethylcarbamoyl)phenoxy)-3-cyanophenyl)acetate (0.400 g) and 4-methylbenzenesulfonyl azide (0.193 g) were dissolved in 5 ml of acetonitrile and treated with DBU (0.152 ml). The reaction was stirred for 4 hours, then concentrated, diluted with ethyl acetate and washed with water. The organic layer was dried, filtered, concentrated onto silica gel and purified by silica gel chromatography to provide tert-butyl 2-(4-(4-(4-chlorophenethylcarbamoyl)phenoxy)-3-cyanopheny... Starting materials: C1(=CC(=CC=C1)C1=NC(=C(C=C1C#N)OC)OC)C1=CC=CC=C1 (2-(biphenyl-3-yl)-5,6-dimethoxypyridine-3-carbonitrile), B(Br)(Br)Br (BBr3). Run in C(Cl)Cl (CH2Cl2). Conditions: temperature 45 celsius, time 19 hour. The product is C1(=CC(=CC=C1)C=1NC(C(=CC1C#N)O)=O)C1=CC=CC=C1 (2-(biphenyl-3-yl)-5-hydroxy-6-oxo-1,6-dihydropyridine-3-carbonitrile). Yield: 12.8%. Reaction SMILES: [C:1]1([C:19]2[CH:24]=[CH:23][CH:22]=[CH:21][CH:20]=2)[CH:6]=[CH:5][CH:4]=[C:3]([C:7]2[C:12]([C:13]#[N:14])=[CH:11][C:10]([O:15]C)=[C:9]([O:17]C)[N:8]=2)[CH:2]=1.B(Br)(Br)Br>C(Cl)Cl>[C:1]1([C:19]2[CH:20]=[CH:21][CH:22]=[CH:23][CH:24]=2)[CH:6]=[CH:5][CH:4]=[C:3]([C:7]2[NH:8][C:9](=[O:17])[C:10]([OH:15])=[CH:11][C:12]=2[C:13]#[N:14])[CH:2]=1. Procedure details: To a solution of 2-(biphenyl-3-yl)-5,6-dimethoxypyridine-3-carbonitrile (17 mg, 0.054 mmol) in CH2Cl2 (1 mL) was added BBr3 solution (1 M in CH2Cl2, 0.537 mL) and stirred at 45° C. for 19 h. The reaction mixture was concentrated and the residue was stirred in 3 N aqueous HCl for 30 min. The precipitated white solid was collected by filtration and purified by preparative HPLC (5-50% CH3CN/H2O over 20 min, 0.05% added TFA) to give 2 mg (13%) of 2-(biphenyl-3-yl)-5-hydroxy-6-oxo-1,6-dihydropyridine... Reactants: C(C1=CC=CC=C1)N1C2=C(C(C3=C(C1)C=CC=C3)=O)C=CC=C2 (5,6-Dihydro-5-benzyl-11-oxodibenz[b,e]azepine), [Cl-].[Al+3].[Cl-].[Cl-] (aluminum chloride), C(C)(=O)Cl (acetyl chloride). Run in C(Cl)Cl (methylene chloride). The product is C(C)(=O)C1=CC2=C(N(CC3=C(C2=O)C=CC=C3)CC3=CC=CC=C3)C=C1 (5,6-dihydro-2-acetyl-5-benzyl-11-oxodibenz[b,e]azepine). The yield is 14.6%. As a reaction SMILES: [CH2:1]([N:8]1[CH2:14][C:13]2[CH:15]=[CH:16][CH:17]=[CH:18][C:12]=2[C:11](=[O:19])[C:10]2[CH:20]=[CH:21][CH:22]=[CH:23][C:9]1=2)[C:2]1[CH:7]=[CH:6][CH:5]=[CH:4][CH:3]=1.[Cl-].[Al+3].[Cl-].[Cl-].[C:28](Cl)(=[O:30])[CH3:29]>C(Cl)Cl>[C:28]([C:21]1[CH:22]=[CH:23][C:9]2[N:8]([CH2:1][C:2]3[CH:3]=[CH:4][CH:5]=[CH:6][CH:7]=3)[CH2:14][C:13]3[CH:15]=[CH:16][CH:17]=[CH:18][C:12]=3[C:11](=[O:19])[C:10]=2[CH:20]=1)(=[O:30])[CH3:29] |f:1.2.3.4|. Reported procedure: 5,6-Dihydro-5-benzyl-11-oxodibenz[b,e]azepine (6.2 g), anhydrous aluminum chloride (6.07 g), acetyl chloride (4.87 g) and methylene chloride (60 ml) were treated in the same manner as described in Example 25 to obtain the desired compound (1.03 g). Conditions: temperature 65 celsius. Product: C(C)(C)(C)N1S(C(=C(C1=O)NCC(=O)OC)C1=CC=CC=C1)(=O)=O (Methyl [(2-tert-butyl-1,1-dioxido-3-oxo-5-phenyl-2,3-dihydroisothiazol-4-yl)amino]acetate). Reactants: C(C)(C)(C)N1S(C(=C(C1=O)Cl)C1=CC=CC=C1)(=O)=O (2-tert-Butyl-4-chloro-5-phenylisothiazol-3(2H)-one 1,1-dioxide), Cl.NCC(=O)OC (methyl glycinate hydrochloride), TEA. Reaction SMILES: [C:1]([N:5]1[C:9](=[O:10])[C:8](Cl)=[C:7]([C:12]2[CH:17]=[CH:16][CH:15]=[CH:14][CH:13]=2)[S:6]1(=[O:19])=[O:18])([CH3:4])([CH3:3])[CH3:2].Cl.[NH2:21][CH2:22][C:23]([O:25][CH3:26])=[O:24]>CC#N.CN(C=O)C>[C:1]([N:5]1[C:9](=[O:10])[C:8]([NH:21][CH2:22][C:23]([O:25][CH3:26])=[O:24])=[C:7]([C:12]2[CH:17]=[CH:16][CH:15]=[CH:14][CH:13]=2)[S:6]1(=[O:19])=[O:18])([CH3:4])([CH3:3])[CH3:2] |f:1.2|. Reported procedure: 2-tert-Butyl-4-chloro-5-phenylisothiazol-3(2H)-one 1,1-dioxide (1.09 g, 3.64 mmol), methyl glycinate hydrochloride (0.68 g, 5.46 mmol) and TEA (10.10 g, 10.92 mmol) were dissolved in a mixture of MeCN (10 mL) and DMF (5 mL) and the reaction mixture was stirred at 65° C. over night. The reaction mixture was evaporated and the residue was diluted with saturated aqueous NaHCO3 and the mixture was extracted with DCM. The organic phases were combined, dried over MgSO4, filtered and evaporated to give... Solvent: CC#N (MeCN), CN(C)C=O (DMF). The reactants are C(C(C)C)N([C@@H](CCCCNC(CI)=O)C(=O)O)S(=O)(=O)C1=CC=C(C=C1)C (Nα-isobutyl-Nα-(4-methylbenzenesulfonyl)-Nε-iodoacetyl-L-lysine), NC=1C=NC2=CC=CC=C2C1 (3-aminoquinoline), CCN(C(C)C)C(C)C (DIEA). Yields the product CC1=CC=C(C=C1)S(=O)(=O)N(CC(C)C)[C@@H](CCCCNC(=O)CNC2=CC3=CC=CC=C3N=C2)C(=O)O (Nα-Isobutyl-Nα-(4-methylbenzenesulfonyl)-Nε-[N′α-(3-quinolyl)glycyl]-L-lysine), solid. Yield: 12.0%. RXN SMILES: [CH2:1]([N:5]([S:19]([C:22]1[CH:27]=[CH:26][C:25]([CH3:28])=[CH:24][CH:23]=1)(=[O:21])=[O:20])[C@H:6]([C:16]([OH:18])=[O:17])[CH2:7][CH2:8][CH2:9][CH2:10][NH:11][C:12](=[O:15])[CH2:13]I)[CH:2]([CH3:4])[CH3:3].CCN(C(C)C)C(C)C.[NH2:38][C:39]1[CH:40]=[N:41][C:42]2[C:47]([CH:48]=1)=[CH:46][CH:45]=[CH:44][CH:43]=2>>[CH3:28][C:25]1[CH:26]=[CH:27][C:22]([S:19]([N:5]([C@H:6]([C:16]([OH:18])=[O:17])[CH2:7][CH2:8][CH2:9][CH2:10][NH:11][C:12]([CH2:13][NH:38][C:39]2[CH:40]=[N:41][C:42]3[C:47](=[CH:46][CH:45]=[CH:44][CH:43]=3)[CH:48]=2)=[O:15])[CH2:1][CH:2]([CH3:4])[CH3:3])(=[O:21])=[O:20])=[CH:23][CH:24]=1. Procedure: The title compound was prepared from Nα-isobutyl-Nα-(4-methylbenzenesulfonyl)-Nε-iodoacetyl-L-lysine (200 mg, 0.38 mmol, example 105, step B) by following the indications of general procedure H using DIEA (0.19 mL, 1.09 mmol) and 3-aminoquinoline (260 mg, 1.80 mmol). The crude material was purified by preparative HPLC. The product was isolated as a solid (24 mg, 12% yield). Reactants: CC=1N(C=CN1)CCC1CCNCC1 (4-[2-(2-methyl-1H-imidazol-1-yl)ethyl]piperidine), compound, C(C(C)(C)C)(=O)Cl (pivaloyl chloride), CC=1N(C=CN1)CCC1CCNCC1 (4-[2-(2-methyl-1H-imidazol-1-yl)ethyl]piperidine), C(CCCCCCCCCCCCCCCCC)(=O)Cl (stearoyl chloride). Yields the product O=C(C(C)(C)C)N1CCC(CC1)CCN1C(=NC=C1)CCCCCCCCCCC (1-(1-Oxo-2,2-dimethylpropanyl)-4-[2-(2-undecyl-1H-imidazol-1-yl)ethyl]piperidine). Reaction SMILES: [CH3:1][C:2]1[N:3]([CH2:7][CH2:8][CH:9]2[CH2:14][CH2:13][NH:12][CH2:11][CH2:10]2)[CH:4]=[CH:5][N:6]=1.C(Cl)(=O)CCCCCCC[CH2:23][CH2:24][CH2:25][CH2:26][CH2:27][CH2:28][CH2:29][CH2:30][CH2:31][CH3:32].[C:35](Cl)(=[O:40])[C:36]([CH3:39])([CH3:38])[CH3:37]>>[O:40]=[C:35]([N:12]1[CH2:13][CH2:14][CH:9]([CH2:8][CH2:7][N:3]2[CH:4]=[CH:5][N:6]=[C:2]2[CH2:1][CH2:32][CH2:31][CH2:30][CH2:29][CH2:28][CH2:27][CH2:26][CH2:25][CH2:24][CH3:23])[CH2:10][CH2:11]1)[C:36]([CH3:39])([CH3:38])[CH3:37]. Reported procedure: Following essentially the last step of the procedure for preparing the compound of Example 1, and using in place of 4-[2-(2-methyl-1H-imidazol-1-yl)ethyl]piperidine and stearoyl chloride, approximately equivalent amounts of the compound of Example (5A) and pivaloyl chloride, respectively, the title compound was obtained as an oil.